Dataset: the Open Reaction Database (ORD), a public repository of structured organic reaction records. Task: describe an organic reaction: reactants, conditions, products, and yield The reactants are [Sn](Cl)Cl (Tin dichloride), CC1=C(C#N)C=CC(=C1C)[N+](=O)[O-] (2,3-dimethyl-4-nitrobenzonitrile). Solvent: C(C)O (ethanol). Reaction conditions: time 5 hour. Yields the product NC1=C(C(=C(C#N)C=C1)C)C (4-amino-2,3-dimethylbenzonitrile). The yield is 93.6%. Reaction SMILES: [Sn](Cl)Cl.[CH3:4][C:5]1[C:12]([CH3:13])=[C:11]([N+:14]([O-])=O)[CH:10]=[CH:9][C:6]=1[C:7]#[N:8]>C(O)C>[NH2:14][C:11]1[CH:10]=[CH:9][C:6]([C:7]#[N:8])=[C:5]([CH3:4])[C:12]=1[CH3:13]. Reported procedure: Tin dichloride (12.24 g, 54.2 mmol) was added to a solution of 2,3-dimethyl-4-nitrobenzonitrile (2.73 g, 15.5 mmol) in ethanol (94 ml) at room temperature, and the reaction was carried out for 5 hours under reflux conditions. After cooling, the reaction mixture was concentrated, and the resulting residue was diluted with ethyl acetate and then washed with a saturated aqueous sodium hydrogencarbonate solution. After the insoluble material was filtered off, the filtrate was separated and the organ... The reactants are C#Cc1ccc(CCC(=O)OC)cc1, N#CCc1ccccc1I. Reaction SMILES: [C:1](#[CH:2])[c:3]1[cH:4][cH:5][c:6]([CH2:9][CH2:10][C:11](=[O:12])[O:13][CH3:14])[cH:7][cH:8]1.[I:15][c:16]1[c:17]([CH2:22][C:23]#[N:24])[cH:18][cH:19][cH:20][cH:21]1>>[C:1](#[C:2][c:16]1[c:17]([CH2:22][C:23]#[N:24])[cH:18][cH:19][cH:20][cH:21]1)[c:3]1[cH:4][cH:5][c:6]([CH2:9][CH2:10][C:11](=[O:12])[O:13][CH3:14])[cH:7][cH:8]1. Yields the product COC(=O)CCc1ccc(C#Cc2ccccc2CC#N)cc1. Reactants: Brc1cccnc1, C1CCOC1, [Li]CCCC, CC(C)=O. Product: CC(C)(O)c1ccncc1Br. RXN SMILES: [Br:6][c:7]1[cH:8][n:9][cH:10][cH:11][cH:12]1.[CH2:17]1[O:18][CH2:19][CH2:20][CH2:21]1.[CH2:1]([Li:2])[CH2:3][CH2:4][CH3:5].[CH3:13][C:14]([CH3:15])=[O:16]>>[Br:6][c:7]1[cH:8][n:9][cH:10][cH:11][c:12]1[C:14]([CH3:13])([CH3:15])[OH:16]. Reactants: C1CNCCC2=C1C=CC=C2 (1,2,4,5-Tetrahydro-3H-3-benzazepine), [N+](=O)(O)[O-] (nitric acid). Reaction conditions: time 1 hour. The product is [N+](=O)([O-])C1=CC2=C(CCNCC2)C=C1 (7-Nitro-1,2,4,5-tetrahydro-3H-3-benzazepine), nitrate salt. Reaction SMILES: [CH2:1]1[C:7]2[CH:8]=[CH:9][CH:10]=[CH:11][C:6]=2[CH2:5][CH2:4][NH:3][CH2:2]1.[N+:12]([O-])([OH:14])=[O:13]>>[N+:12]([C:9]1[CH:10]=[CH:11][C:6]2[CH2:5][CH2:4][NH:3][CH2:2][CH2:1][C:7]=2[CH:8]=1)([O-:14])=[O:13]. Procedure: 1,2,4,5-Tetrahydro-3H-3-benzazepine (1 g) (see P. Ruggli et al., Helv. Chem. Acta, 18, 1388 [1935]) was added slowly, dropwise to stirred fuming nitric acid (25 ml. density 1.5 gm/ml) cooled to -10°. Stirring was continued at -10° for 1 hour, and the reaction mixture was then poured onto ice, the precipitate collected by filtration and dried to give the title compound as the nitrate salt, yield 1.4 g. A sample was recrystallised from water, m.p. 203°-204°.